Dataset: the Open Reaction Database (ORD), a public repository of structured organic reaction records. Task: describe an organic reaction: reactants, conditions, products, and yield The reactants are CCOC(C)=O, [H][H], CSCc1cc([N+](=O)[O-])ccc1N1C(=O)c2ccc(Cl)cc2C1=O. Yields the product CSCc1cc(N)ccc1N1C(=O)c2ccc(Cl)cc2C1=O. As a reaction SMILES: [CH3:27][CH2:28][O:29][C:30](=[O:31])[CH3:32].[H:25][H:26].[N+:1]([O-:2])(=[O:3])[c:4]1[cH:5][c:6]([CH2:22][S:23][CH3:24])[c:7]([N:10]2[C:11](=[O:21])[c:12]3[c:13]([cH:16][c:17]([Cl:20])[cH:18][cH:19]3)[C:14]2=[O:15])[cH:8][cH:9]1>>[NH2:1][c:4]1[cH:5][c:6]([CH2:22][S:23][CH3:24])[c:7]([N:10]2[C:11](=[O:21])[c:12]3[c:13]([cH:16][c:17]([Cl:20])[cH:18][cH:19]3)[C:14]2=[O:15])[cH:8][cH:9]1. Starting materials: CC=1C=CC(=NC1)COC=1C=CC(=C(NCC2=CC=C(C=C2)C2=CC=C(C=C2)C(F)(F)F)C1)[N+](=O)[O-] (5-((5-methylpyridin-2-yl)methoxy)-2-nitro-N-((4′-(trifluoromethyl)-[1,1′-biphenyl]-4-yl)methyl)aniline). Reagents/catalysts: [Pt] (Pt/C). Run in C1CCOC1 (THF). Reaction conditions: time 24 hour. Product: CC=1C=CC(=NC1)COC1=CC=C(C(=C1)NCC1=CC=C(C=C1)C1=CC=C(C=C1)C(F)(F)F)N (5-((5-Methylpyridin-2-yl)methoxy)-N1-((4′-(trifluoromethyl)-[1,1′-biphenyl]-4-yl)methyl)benzene-1,2-diamine). Yield: 97.3%. As a reaction SMILES: [CH3:1][C:2]1[CH:3]=[CH:4][C:5]([CH2:8][O:9][C:10]2[CH:11]=[CH:12][C:13]([N+:34]([O-])=O)=[C:14]([CH:33]=2)[NH:15][CH2:16][C:17]2[CH:22]=[CH:21][C:20]([C:23]3[CH:28]=[CH:27][C:26]([C:29]([F:32])([F:31])[F:30])=[CH:25][CH:24]=3)=[CH:19][CH:18]=2)=[N:6][CH:7]=1>[Pt].C1COCC1>[CH3:1][C:2]1[CH:3]=[CH:4][C:5]([CH2:8][O:9][C:10]2[CH:33]=[C:14]([NH:15][CH2:16][C:17]3[CH:22]=[CH:21][C:20]([C:23]4[CH:28]=[CH:27][C:26]([C:29]([F:32])([F:30])[F:31])=[CH:25][CH:24]=4)=[CH:19][CH:18]=3)[C:13]([NH2:34])=[CH:12][CH:11]=2)=[N:6][CH:7]=1. Procedure details: To a high pressure reactor were added 5-((5-methylpyridin-2-yl)methoxy)-2-nitro-N-((4′-(trifluoromethyl)-[1,1′-biphenyl]-4-yl)methyl)aniline (147 g, 297 mmol), 5% Pt/C (23.2 g, 2.97 mmol), and THF (2.5 L). The reactor was flushed with nitrogen and then stirred under an atmosphere of H2 (135 psi) for 24 h. The mixture was then filtered through celite and the filtrate was concentrated to dryness to afford the title compound as a tan solid (134 g, 97%). MS (ESI): mass calcd. for C27H24F3N3O, 463.2;... Reactants: CCOC(=O)CNc1ncccc1[N+](=O)[O-], C1CCOC1, O=S(Cl)Cl, c1ccccc1, O=C(O)c1ccccn1. Product: CCOC(=O)CNc1ncccc1NC(=O)c1ccccn1. Reaction SMILES: [CH2:14]([CH3:15])[O:16][C:17]([CH2:18][NH:19][c:20]1[n:21][cH:22][cH:23][cH:24][c:25]1[N+:26]([O-:27])=[O:28])=[O:29].[O:36]1[CH2:37][CH2:38][CH2:39][CH2:40]1.[S:10]([Cl:11])([Cl:12])=[O:13].[cH:30]1[cH:31][cH:32][cH:33][cH:34][cH:35]1.[n:1]1[c:2]([C:7](=[O:8])[OH:9])[cH:3][cH:4][cH:5][cH:6]1>>[n:1]1[c:2]([C:7](=[O:9])[NH:26][c:25]2[c:20]([NH:19][CH2:18][C:17]([O:16][CH2:14][CH3:15])=[O:29])[n:21][cH:22][cH:23][cH:24]2)[cH:3][cH:4][cH:5][cH:6]1. Starting materials: CCCCCC, CN(C)C=O, O=C(c1ccc(F)cc1Cl)N1Cc2cccn2Cc2ccccc21, [H-], [Na+], c1cn[nH]c1. Product: O=C(c1ccc(-n2cccn2)cc1Cl)N1Cc2cccn2Cc2ccccc21. Reaction SMILES: [CH3:27][CH2:28][CH2:29][CH2:30][CH2:31][CH3:32].[CH3:38][N:39]([CH3:40])[CH:41]=[O:42].[Cl:1][c:2]1[c:3]([C:9](=[O:10])[N:11]2[CH2:12][c:13]3[n:14]([cH:22][cH:23][cH:24]3)[CH2:15][c:16]3[c:17]2[cH:18][cH:19][cH:20][cH:21]3)[cH:4][cH:5][c:6]([F:8])[cH:7]1.[H-:25].[Na+:26].[nH:33]1[n:34][cH:35][cH:36][cH:37]1>>[Cl:1][c:2]1[c:3]([C:9](=[O:10])[N:11]2[CH2:12][c:13]3[n:14]([cH:22][cH:23][cH:24]3)[CH2:15][c:16]3[c:17]2[cH:18][cH:19][cH:20][cH:21]3)[cH:4][cH:5][c:6](-[n:33]2[n:34][cH:35][cH:36][cH:37]2)[cH:7]1. Reactants: CC1=C(N)C(=CC=C1)C (2,6-dimethylaniline), C1(=CC=CC=C1)S(=O)(=O)N1C=C(C=2C1=NC=CC2)C2=NC(=NC=C2)Cl (1-benzenesulfonyl-3-(2-chloro-pyrimidin-4-yl)-1H-pyrrolo[2,3-b]pyridine). The product is CC1=C(C(=CC=C1)C)NC1=NC=CC(=N1)C1=CNC2=NC=CC=C21 ((2,6-Dimethylphenyl)-[4-(1H-pyrrolo[2,3-b]pyridin-3-yl)-pyrimidin-2-yl]-amine). The yield is 40.0%. Reaction SMILES: [CH3:1][C:2]1[CH:8]=[CH:7][CH:6]=[C:5]([CH3:9])[C:3]=1[NH2:4].C1(S([N:19]2[C:23]3=[N:24][CH:25]=[CH:26][CH:27]=[C:22]3[C:21]([C:28]3[CH:33]=[CH:32][N:31]=[C:30](Cl)[N:29]=3)=[CH:20]2)(=O)=O)C=CC=CC=1>>[CH3:1][C:2]1[CH:8]=[CH:7][CH:6]=[C:5]([CH3:9])[C:3]=1[NH:4][C:30]1[N:29]=[C:28]([C:21]2[C:22]3[C:23](=[N:24][CH:25]=[CH:26][CH:27]=3)[NH:19][CH:20]=2)[CH:33]=[CH:32][N:31]=1. Procedure: Using the procedure of example 1, 2,6-dimethylaniline (98 mg) was reacted with compound 1f (100 mg) to provide compound 35 (34 mg, 40%). 1H NMR (400 MHz, CD3OD) δ 8.40 (d, J=8.0 Hz, 1H), 8.21 (d, J=4.8 Hz, 1H), 8.19 (s, 1H), 8.17 (d, J=5.2 Hz, 1H), 7.50 (d, J=7.2 Hz, 1H), 7.35 (d, J=7.2 Hz, 1H), 7.14 (d, J=5.2 Hz, 2H), 7.03 (t, J=5.2 Hz, 1H), 2.36 (s, 6H). MS (ESI) m/z: 316 (M+H)+. As a reaction SMILES: CC(C)([O-])C.[K+].Cl[C:8]([S:13][CH2:14][CH2:15][CH2:16][NH:17][C:18](=[O:25])[C:19]1[CH:24]=[CH:23][CH:22]=[CH:21][CH:20]=1)=[CH:9][N+:10]([O-:12])=[O:11].Cl.[Cl-].[Na+]>C(O)(C)(C)C>[C:18]([N:17]1[CH2:16][CH2:15][CH2:14][S:13][C:8]1=[CH:9][N+:10]([O-:12])=[O:11])(=[O:25])[C:19]1[CH:24]=[CH:23][CH:22]=[CH:21][CH:20]=1 |f:0.1,4.5|. The product is C(C1=CC=CC=C1)(=O)N1C(SCCC1)=C[N+](=O)[O-] (N-Benzoyl-tetrahydro-2-nitromethylene-2H-1,3-thiazine). Solvent: C(C)(C)(C)O (t-butanol), C(C)(C)(C)O (t-butanol). Run at time 40 minute. Starting materials: CC(C)([O-])C.[K+] (potassium t-butoxide), ClC(=C[N+](=O)[O-])SCCCNC(C1=CC=CC=C1)=O (N-(3-(1-Chloro-2-nitroethenylthio)propyl)benzamide), Cl (hydrochloric acid), [Cl-].[Na+] (sodium chloride). Reported procedure: A solution of 0.10 g of potassium t-butoxide in 3 ml of t-butanol was added drop-by-drop over 5 minutes to a solution of 0.23 g of 15 in 10 ml of t-butanol under nitrogen, at room temperature. After 40 minutes, the mixture was poured into 2% hydrochloric acid saturated with sodium chloride and the resulting mixture was extracted with methylene chloride. The solvent was purified over silica gel to give 24, as a solid, m.p.: 90°-92° C.